This data is from the Open Reaction Database (ORD), a public repository of structured organic reaction records. The task is: describe an organic reaction: reactants, conditions, products, and yield The reactants are CN(C)\C=N\C=1SC(=CN1)C(=O)OC(C)(C)C (Tert-butyl 2-{[(1E)-(dimethylamino)methylidene]amino}-1,3-thiazole-5-carboxylate), Cl.O1CCOCC1 (HCl dioxane). Conditions: temperature 75 celsius. Product: CN(C)\C=N\C=1SC(=CN1)C(=O)O (2-{[(1E)-(Dimethylamino)methylidene]amino}-1,3-thiazole-5-carboxylic acid). RXN SMILES: [CH3:1][N:2](/[CH:4]=[N:5]/[C:6]1[S:7][C:8]([C:11]([O:13]C(C)(C)C)=[O:12])=[CH:9][N:10]=1)[CH3:3].Cl.O1CCOCC1>>[CH3:3][N:2](/[CH:4]=[N:5]/[C:6]1[S:7][C:8]([C:11]([OH:13])=[O:12])=[CH:9][N:10]=1)[CH3:1] |f:1.2|. Procedure details: To tert-butyl 2-{[(1E)-(dimethylamino)methylidene]amino}-1,3-thiazole-5-carboxylate 23-1 (12.3 g, 48.17 mmol) was added 35 mL of 4N HCl/dioxane. This suspension was warmed to 75° C. under nitrogen for 18 hours. The solid was filtered off, washed with dioxane and ethyl ether, and then dried under high vacuum at 45° C. 1H-NMR (DMSO): 8.57 ppm (s, 1H); 8.07 ppm (s, 1H); 3.26 ppm (s, 3H); 3.12 ppm (s, 3H). Reactants: C(C)/C(=C\CCC(CC)(O[Si](CC)(CC)CC)CC)/C1=CC(=CS1)COC=1C=C(C(C(=O)OC)=CC1)C(=O)OC (dimethyl 4-[5-((E)-1,5-diethyl-5-triethylsilanyloxyhept-1-enyl)-3-thienylmethoxy]phthalate), [F-].C(CCC)[N+](CCCC)(CCCC)CCCC (tetrabutylammonium fluoride). Solvent: C1CCOC1 (THF). Conditions: temperature 60 celsius, time 3 hour. Yields the product C(C)/C(=C\CCC(CC)(O)CC)/C1=CC(=CS1)COC=1C=C(C(C(=O)OC)=CC1)C(=O)OC (Dimethyl 4-[5-((E)-1,5-Diethyl-5-hydroxyhept-1-enyl)-3-thienylmethoxy]phthalate). RXN SMILES: [CH2:1](/[C:3](/[C:20]1[S:24][CH:23]=[C:22]([CH2:25][O:26][C:27]2[CH:28]=[C:29]([C:37]([O:39][CH3:40])=[O:38])[C:30](=[CH:35][CH:36]=2)[C:31]([O:33][CH3:34])=[O:32])[CH:21]=1)=[CH:4]\[CH2:5][CH2:6][C:7]([CH2:18][CH3:19])([O:10][Si](CC)(CC)CC)[CH2:8][CH3:9])[CH3:2].[F-].C([N+](CCCC)(CCCC)CCCC)CCC>C1COCC1>[CH2:1](/[C:3](/[C:20]1[S:24][CH:23]=[C:22]([CH2:25][O:26][C:27]2[CH:28]=[C:29]([C:37]([O:39][CH3:40])=[O:38])[C:30](=[CH:35][CH:36]=2)[C:31]([O:33][CH3:34])=[O:32])[CH:21]=1)=[CH:4]\[CH2:5][CH2:6][C:7]([CH2:8][CH3:9])([OH:10])[CH2:18][CH3:19])[CH3:2] |f:1.2|. Procedure details: 1.7 g (2.9 mmol) of dimethyl 4-[5-((E)-1,5-diethyl-5-triethylsilanyloxyhept-1-enyl)-3-thienylmethoxy]phthalate are dissolved in 50 mL of anhydrous THF. 3.5 mL (3.5 mmol) of tetrabutylammonium fluoride (1.0 M in THF) are added and the medium is stirred at 60° C. for 3 hours. After the usual treatment and purification on silica gel (eluent: 70 heptane/30 ethyl acetate), the desired product is obtained in the form of a yellow oil (m=710 mg; Y=51%). Procedure: The compound was synthesized starting from methyl 5-ethyl-2-isothiocyanatothiophene-3-carboxylate (0.100 g. 0.44 mmol) and 3-(4-methyl-1H-imidazol-1-yl)propan-1-amine (9) (0.061 g, 0.44 mmol) as described above. Reaction SMILES: [CH2:1]([C:3]1[S:7][C:6]([N:8]=[C:9]=[S:10])=[C:5]([C:11]([O:13]C)=O)[CH:4]=1)[CH3:2].[CH3:15][C:16]1[N:17]=[CH:18][N:19]([CH2:21][CH2:22][CH2:23][NH2:24])[CH:20]=1>>[CH2:1]([C:3]1[S:7][C:6]2[NH:8][C:9](=[S:10])[N:24]([CH2:23][CH2:22][CH2:21][N:19]3[CH:20]=[C:16]([CH3:15])[N:17]=[CH:18]3)[C:11](=[O:13])[C:5]=2[CH:4]=1)[CH3:2]. Product: C(C)C1=CC2=C(NC(N(C2=O)CCCN2C=NC(=C2)C)=S)S1 (6-ethyl-3-[3-(4-methyl-1H-imidazol-1-yl)propyl]-2-thioxo-2,3-dihydrothieno[2,3-d]pyrimidin-4(1H)-one). The reactants are C(C)C1=CC(=C(S1)N=C=S)C(=O)OC (methyl 5-ethyl-2-isothiocyanatothiophene-3-carboxylate), CC=1N=CN(C1)CCCN (3-(4-methyl-1H-imidazol-1-yl)propan-1-amine). Reactants: O[C@@H]1[C@@H]2[C@]3(C=CC(C=C3CC[C@H]2[C@@H]2C[C@@H]3[C@](C(CO)=O)([C@]2(C1)C)OCO3)=O)C (11β,21-dihydroxy-16α,17α-methylenedioxy-1,4-pregnadiene-3,20-dione). The solvent is N1=CC=CC=C1 (pyridine), C(CC)(=O)OC(CC)=O (propionic acid anhydride). Yields the product O[C@@H]1[C@@H]2[C@]3(C=CC(C=C3CC[C@H]2[C@@H]2C[C@@H]3[C@](C(COC(CC)=O)=O)([C@]2(C1)C)OCO3)=O)C (11β-hydroxy-16α,17α-methylenedioxy-21-propionyloxy-1,4-pregnadiene-3,20-dione). Isolated yield 182.1%. Reaction SMILES: [OH:1][C@H:2]1[CH2:22][C@@:21]2([CH3:23])[C@@H:13]([CH2:14][C@H:15]3[O:26][CH2:25][O:24][C@:16]32[C:17](=[O:20])[CH2:18][OH:19])[C@H:12]2[C@H:3]1[C@:4]1([CH3:28])[C:9]([CH2:10][CH2:11]2)=[CH:8][C:7](=[O:27])[CH:6]=[CH:5]1>N1C=CC=CC=1.C(OC(=O)CC)(=O)CC>[OH:1][C@H:2]1[CH2:22][C@@:21]2([CH3:23])[C@@H:13]([CH2:14][C@H:15]3[O:26][CH2:25][O:24][C@:16]32[C:17](=[O:20])[CH2:18][O:19][C:2](=[O:1])[CH2:3][CH3:4])[C@H:12]2[C@H:3]1[C@:4]1([CH3:28])[C:9]([CH2:10][CH2:11]2)=[CH:8][C:7](=[O:27])[CH:6]=[CH:5]1. Procedure details: A solution of 2.4 g of 11β,21-dihydroxy-16α,17α-methylenedioxy-1,4-pregnadiene-3,20-dione in 24 ml of pyridine and 12 ml of propionic acid anhydride is stirred for one hour at room temperature. After precipitation into ice water-sodium chloride, the mixture is filtered off and worked up as usual. The crude product is purified on 220 g of silica gel with a methylene chloride-acetone gradient (0-12% acetone), thus obtaining 2.5 g of 11β-hydroxy-16α,17α-methylenedioxy-21-propionyloxy-1,4-pregnadien... Reactants: N(=C=O)CCCCCCCCC(CCCCCCCCCC)C(CCCCCCCCCC)CCCCCCCCN=C=O (11,12-bis(8-isocyanatooctyl)docosane), NC=1NC(=CC(N1)=O)CCCCCCCCCCCCCCC (2-amino-6-pentadecylpyrimidin-4(1H)-one). Run in N1=CC=CC=C1 (Pyridine). Run at time 24 hour. Product: C(CCCCCCCCC)C(CCCCCCCCNC(=O)NC=1NC(=CC(N1)=O)CCCCCCCCCCCCCCC)C(CCCCCCCCNC(=O)NC=1NC(=CC(N1)=O)CCCCCCCCCCCCCCC)CCCCCCCCCC (1,1′-(9,10-didecyloctadecane-1,18-diyl)bis(3-(4-oxo-6-pentadecyl-1,4-dihydropyrimidin-2-yl)urea)). Yield: 99.3%. Reaction SMILES: [N:1]([CH2:4][CH2:5][CH2:6][CH2:7][CH2:8][CH2:9][CH2:10][CH2:11][CH:12]([CH:23]([CH2:34][CH2:35][CH2:36][CH2:37][CH2:38][CH2:39][CH2:40][CH2:41][N:42]=[C:43]=[O:44])[CH2:24][CH2:25][CH2:26][CH2:27][CH2:28][CH2:29][CH2:30][CH2:31][CH2:32][CH3:33])[CH2:13][CH2:14][CH2:15][CH2:16][CH2:17][CH2:18][CH2:19][CH2:20][CH2:21][CH3:22])=[C:2]=[O:3].[NH2:45][C:46]1[NH:47][C:48]([CH2:53][CH2:54][CH2:55][CH2:56][CH2:57][CH2:58][CH2:59][CH2:60][CH2:61][CH2:62][CH2:63][CH2:64][CH2:65][CH2:66][CH3:67])=[CH:49][C:50](=[O:52])[N:51]=1>N1C=CC=CC=1>[CH2:13]([CH:12]([CH:23]([CH2:24][CH2:25][CH2:26][CH2:27][CH2:28][CH2:29][CH2:30][CH2:31][CH2:32][CH3:33])[CH2:34][CH2:35][CH2:36][CH2:37][CH2:38][CH2:39][CH2:40][CH2:41][NH:42][C:43]([NH:45][C:46]1[NH:47][C:48]([CH2:53][CH2:54][CH2:55][CH2:56][CH2:57][CH2:58][CH2:59][CH2:60][CH2:61][CH2:62][CH2:63][CH2:64][CH2:65][CH2:66][CH3:67])=[CH:49][C:50](=[O:52])[N:51]=1)=[O:44])[CH2:11][CH2:10][CH2:9][CH2:8][CH2:7][CH2:6][CH2:5][CH2:4][NH:1][C:2]([NH:45][C:46]1[NH:47][C:48]([CH2:53][CH2:54][CH2:55][CH2:56][CH2:57][CH2:58][CH2:59][CH2:60][CH2:61][CH2:62][CH2:63][CH2:64][CH2:65][CH2:66][CH3:67])=[CH:49][C:50](=[O:52])[N:51]=1)=[O:3])[CH2:14][CH2:15][CH2:16][CH2:17][CH2:18][CH2:19][CH2:20][CH2:21][CH3:22]. Procedure: In a 250 mL round-bottomed flask fitted with a reflux condensor was added 11,12-bis(8-isocyanatooctyl)docosane (diamer diisocyanate, Cognis Corp.) (5.18 g, 8.39 mmol) and 2-amino-6-pentadecylpyrimidin-4(1H)-one (5.67 g, 17.63 mmol) in Pyridine (50 mL) to give a white suspension. The mixture was heated to 75 deg/C under argon and stirred for 24 h. The pyridine was removed and the residue was taken up in chloroform. The hazy solution was filtered and the resulting clear solution was concentrated t... Starting materials: BrC=1C=CC(=NC1)OC (5-bromo-2-methoxy-pyridine), [Li]CCCC (n-BuLi), O (water), C(C)(C)OB1OC(C(O1)(C)C)(C)C (2-isopropoxy-4,4,5,5-tetramethyl-[1,3,2]dioxaborolane). Solvent: C1CCOC1 (THF). Run at temperature -78 celsius, time 30 minute. Product: COC1=NC=C(C=C1)B1OC(C(O1)(C)C)(C)C (2-methoxy-5-(4,4,5,5-tetramethyl-[1,3,2]dioxaborolan-2-yl)-pyridine). The yield is 67.2%. RXN SMILES: Br[C:2]1[CH:3]=[CH:4][C:5]([O:8][CH3:9])=[N:6][CH:7]=1.[Li]CCCC.C(O[B:19]1[O:23][C:22]([CH3:25])([CH3:24])[C:21]([CH3:27])([CH3:26])[O:20]1)(C)C.O>C1COCC1>[CH3:9][O:8][C:5]1[CH:4]=[CH:3][C:2]([B:19]2[O:23][C:22]([CH3:25])([CH3:24])[C:21]([CH3:27])([CH3:26])[O:20]2)=[CH:7][N:6]=1. Procedure: To a solution of 5-bromo-2-methoxy-pyridine (1.453 g, 7.73 mmol) in THF (50 mL) at −78° C. under N2 was added n-BuLi (3.4 mL, 2.5 M in hexanes, 8.5 mmol) dropwise. The mixture was stirred at −78° C. for 30 minutes, then 2-isopropoxy-4,4,5,5-tetramethyl-[1,3,2]dioxaborolane (2.4 mL, 11.60 mmol) was added. The reaction mixture was warmed to room temperature for 1 hour, then poured into water and extracted with EtOAc. The combined extracts were washed with water and brine, dried (MgSO4), filtered a... The reactants are C([O-])(O)=O.[Na+] (sodium bicarbonate), solution, C(C1=CC=CC=C1)N1CCC(CC1)N1C(C(C2=CC=C(C=C12)OC)=O)=O (1-(1-benzylpiperidin-4-yl)-6-methoxyindoline-2,3-dione). Run in O1CCCC1 (tetrahydrofuran), O1CCCC1 (tetrahydrofuran). Reaction conditions: time 1 hour. Yields the product C(C1=CC=CC=C1)N1CCC(CC1)N1C=CC2=CC=C(C=C12)OC (1-(1-benzylpiperidin-4-yl)-6-methoxyindole). The yield is 27.8%. Reaction SMILES: [CH2:1]([N:8]1[CH2:13][CH2:12][CH:11]([N:14]2[C:22]3[C:17](=[CH:18][CH:19]=[C:20]([O:23][CH3:24])[CH:21]=3)[C:16](=O)[C:15]2=O)[CH2:10][CH2:9]1)[C:2]1[CH:7]=[CH:6][CH:5]=[CH:4][CH:3]=1.C(=O)(O)[O-].[Na+]>O1CCCC1>[CH2:1]([N:8]1[CH2:13][CH2:12][CH:11]([N:14]2[C:22]3[C:17](=[CH:18][CH:19]=[C:20]([O:23][CH3:24])[CH:21]=3)[CH:16]=[CH:15]2)[CH2:10][CH2:9]1)[C:2]1[CH:7]=[CH:6][CH:5]=[CH:4][CH:3]=1 |f:1.2|. Reported procedure: A 2 M solution (0.47 ml) of a diborane/dimethyl sulfide complex in tetrahydrofuran was added to a solution of 1-(1-benzylpiperidin-4-yl)-6-methoxyindoline-2,3-dione (110 mg) in tetrahydrofuran (2 ml) followed by stirring for 1 hr and then heating under reflux for 4.5 hr. After the completion of the reaction, an aqueous solution of sodium bicarbonate was added to the reaction solution, which was then extracted with ethyl acetate. The ethyl acetate layer was dried over magnesium sulfate andthe sol... Reactants: OC1=C2CCCNC2=CC=C1 (5-hydroxy-1,2,3,4-tetrahydroquinoline), C1COS(=O)(=O)C1 (1,3-propanesultone). The solvent is C(CCC)#N (butyronitrile). Run at temperature 125 celsius. Product: OC1=C2CCCN(C2=CC=C1)CCCS(=O)(=O)O (3-(5-Hydroxy-3,4-dihydro-2H-quinoline-1-yl)propanesulfonic acid). As a reaction SMILES: [OH:1][C:2]1[CH:11]=[CH:10][CH:9]=[C:8]2[C:3]=1[CH2:4][CH2:5][CH2:6][NH:7]2.[CH2:12]1[CH2:18][S:15](=[O:17])(=[O:16])[O:14][CH2:13]1>C(#N)CCC>[OH:1][C:2]1[CH:11]=[CH:10][CH:9]=[C:8]2[C:3]=1[CH2:4][CH2:5][CH2:6][N:7]2[CH2:13][CH2:12][CH2:18][S:15]([OH:17])(=[O:16])=[O:14]. Procedure: A mixture of 0.8 g (5.36 mmol) of 5-hydroxy-1,2,3,4-tetrahydroquinoline and 0.5 g 1,3-propanesultone (4.1 mmol) in 12 ml of butyronitrile was heated at 125° C. for hours. The mixture was suction filtered and the filtrate evaporated under reduced pressure. The resulting off white compound crystallized. Product washed with ethyl ether and filtered of. Yield 0.8 g (80%) Starting materials: NC=1SC(=C(N1)CNC)C(=O)NCC1=CC=CC=C1 (2-amino-N-benzyl-4-((methylamino)methyl)thiazole-5-carboxamide), C(C1=CC=CC=C1)C1=CC=C(C(=O)O)C=C1 (4-benzylbenzoic acid). Product: C(C1=CC=CC=C1)NC(=O)C1=C(N=C(S1)NC(C1=CC=C(C=C1)CC1=CC=CC=C1)=O)CNC (N-Benzyl-2-(4-benzylbenzamido)-4-((methylamino)methyl)thiazole-5-carboxamide). Reaction SMILES: [NH2:1][C:2]1[S:3][C:4]([C:10]([NH:12][CH2:13][C:14]2[CH:19]=[CH:18][CH:17]=[CH:16][CH:15]=2)=[O:11])=[C:5]([CH2:7][NH:8][CH3:9])[N:6]=1.[CH2:20]([C:27]1[CH:35]=[CH:34][C:30]([C:31](O)=[O:32])=[CH:29][CH:28]=1)[C:21]1[CH:26]=[CH:25][CH:24]=[CH:23][CH:22]=1>>[CH2:13]([NH:12][C:10]([C:4]1[S:3][C:2]([NH:1][C:31](=[O:32])[C:30]2[CH:29]=[CH:28][C:27]([CH2:20][C:21]3[CH:22]=[CH:23][CH:24]=[CH:25][CH:26]=3)=[CH:35][CH:34]=2)=[N:6][C:5]=1[CH2:7][NH:8][CH3:9])=[O:11])[C:14]1[CH:19]=[CH:18][CH:17]=[CH:16][CH:15]=1. Procedure: Following the procedure as described in Example 22, making variation only as required to use 2-amino-N-benzyl-4-((methylamino)methyl)thiazole-5-carboxamide in place of 2-amino-N-benzyl-4-((diethylamino)methyl)thiazole-5-carboxamide to react with 4-benzylbenzoic acid, the title compound was obtained; 1H NMR (CD3OD, 400 MHz) δ 7.93 (d, J=8.6 Hz, 2H), 7.35-7.15 (m, 12H), 4.49 (s, 2H), 4.06 (s, 2H), 4.02 (s, 2H), 3.09 (s, 2H), 2.37 (s, 3H); MS (ES+) m/z 471 (M+1). Product: CCC(CC(=O)C(N)=O)C(C)[N+](=O)[O-]. Starting materials: CCC(CC(O)C(N)=O)C(C)[N+](=O)[O-], CC(=O)O, O=[Cr](=O)=O. As a reaction SMILES: [CH2:1]([CH3:2])[CH:3]([CH2:4][CH:5]([C:6](=[O:7])[NH2:8])[OH:9])[CH:10]([CH3:11])[N+:12](=[O:13])[O-:14].[CH3:19][C:20](=[O:21])[OH:22].[O:15]=[Cr:16](=[O:17])=[O:18]>>[CH2:1]([CH3:2])[CH:3]([CH2:4][C:5]([C:6](=[O:7])[NH2:8])=[O:9])[CH:10]([CH3:11])[N+:12](=[O:13])[O-:14].